From a dataset of the Open Reaction Database (ORD), a public repository of structured organic reaction records. describe an organic reaction: reactants, conditions, products, and yield The reactants are O=S1(N(CCC1)CC1=CC(=C(C(=O)OC)C=C1)F)=O (methyl 4-(1,1-dioxo-1λ6-isothiazolidin-2-ylmethyl)-2-fluorobenzoate), C1(CC1)C=1C=C(C(=NC1)N1CCNCC1)C (1-(5-cyclopropyl-3-methylpyridin-2-yl)piperazine). The product is C1(CC1)C=1C=C(C(=NC1)N1CCN(CC1)C(=O)C1=C(C=C(C=C1)CN1S(CCC1)(=O)=O)F)C ([4-(5-cyclopropyl-3-methylpyridin-2-yl)piperazin-1-yl][4-(1,1-dioxo-1λ6-isothiazolidin-2-ylmethyl)-2-fluorophenyl]methanone). Isolated yield 83.0%. RXN SMILES: [O:1]=[S:2]1(=[O:19])[CH2:6][CH2:5][CH2:4][N:3]1[CH2:7][C:8]1[CH:17]=[CH:16][C:11]([C:12]([O:14]C)=O)=[C:10]([F:18])[CH:9]=1.[CH:20]1([C:23]2[CH:24]=[C:25]([CH3:35])[C:26]([N:29]3[CH2:34][CH2:33][NH:32][CH2:31][CH2:30]3)=[N:27][CH:28]=2)[CH2:22][CH2:21]1>>[CH:20]1([C:23]2[CH:24]=[C:25]([CH3:35])[C:26]([N:29]3[CH2:30][CH2:31][N:32]([C:12]([C:11]4[CH:16]=[CH:17][C:8]([CH2:7][N:3]5[CH2:4][CH2:5][CH2:6][S:2]5(=[O:1])=[O:19])=[CH:9][C:10]=4[F:18])=[O:14])[CH2:33][CH2:34]3)=[N:27][CH:28]=2)[CH2:22][CH2:21]1. Procedure details: Using methyl 4-(1,1-dioxo-1λ6-isothiazolidin-2-ylmethyl)-2-fluorobenzoate (115 mg) described in Preparation Example 200 and 1-(5-cyclopropyl-3-methylpyridin-2-yl)piperazine (104 mg) described in Preparation Example 83 and by the reaction and treatment in the same manner as in Example 109, the title compound (157 mg) was obtained. The reactants are O (water), COC1=CC=C(C=C1)C[C@@H](C(=O)OC)NC(=O)OC1=CC=C(C=C1)[N+](=O)[O-] (methyl(S)-3-(4-methoxyphenyl)-2-(4-nitrophenoxycarbonyl-amino)propanoate), C(C)(C)N(CC)C(C)C (diisopropyl-ethylamine), Cl.Cl.N1C=NC(=C1)CN (C-(1H-imidazol-4-yl)methylamine dihydrochloride). Solvent: CN(C=O)C (dimethylformamide), CN(C=O)C (dimethylformamide). Conditions: temperature 80 celsius, time 2 hour. The product is N1C=NC(=C1)CNC(N[C@H](C(=O)OC)CC1=CC=C(C=C1)OC)=O (methyl (S)-2-[3-(1H-imidazol-4-yl-methyl)-ureido]-3-(4-methoxyphenyl)propanoate). Yield: 226.9%. RXN SMILES: [CH3:1][O:2][C:3]1[CH:8]=[CH:7][C:6]([CH2:9][C@H:10]([NH:15][C:16]([O:18]C2C=CC([N+]([O-])=O)=CC=2)=O)[C:11]([O:13][CH3:14])=[O:12])=[CH:5][CH:4]=1.C(N(C(C)C)CC)(C)C.Cl.Cl.[NH:39]1[CH:43]=[C:42]([CH2:44][NH2:45])[N:41]=[CH:40]1.O>CN(C)C=O>[NH:39]1[CH:43]=[C:42]([CH2:44][NH:45][C:16](=[O:18])[NH:15][C@@H:10]([CH2:9][C:6]2[CH:5]=[CH:4][C:3]([O:2][CH3:1])=[CH:8][CH:7]=2)[C:11]([O:13][CH3:14])=[O:12])[N:41]=[CH:40]1 |f:2.3.4|. Procedure: 1.1 g (0.37 mmol) of methyl(S)-3-(4-methoxyphenyl)-2-(4-nitrophenoxycarbonyl-amino)propanoate (cf. preparation 2-2) and 0.7 mL (0.37 mmol) of diisopropyl-ethylamine in 5 mL of dimethylformamide are added at 80° C. to a solution of 500 mg (0.37 mmol) of C-(1H-imidazol-4-yl)methylamine dihydrochloride in 15 mL of dimethylformamide. The reaction mixture is stirred for 2 hours at 80° C. The reaction is stopped by adding 30 mL of water and then extracted with ethyl acetate. The organic phases are com... The reactants are C1CCOC1 (THF), BrC1=CC=NC=C1C=O (4-bromonicotinaldehyde), ClC1=CC(=C(C=C1)B(O)O)F ((4-chloro-2-fluorophenyl)boronic acid), C([O-])([O-])=O.[Cs+].[Cs+] (cesium carbonate). The reagents and catalysts are C=1C=CC(=CC1)[P](C=2C=CC=CC2)(C=3C=CC=CC3)[Pd]([P](C=4C=CC=CC4)(C=5C=CC=CC5)C=6C=CC=CC6)([P](C=7C=CC=CC7)(C=8C=CC=CC8)C=9C=CC=CC9)[P](C=1C=CC=CC1)(C=1C=CC=CC1)C=1C=CC=CC1 (Pd(PPh3)4). The solvent is O (water). Reaction conditions: temperature 85 celsius, time 6 hour. The product is ClC1=CC(=C(C=C1)C1=CC=NC=C1C=O)F (4-(4-chloro-2-fluorophenyl)nicotinaldehyde). The yield is 39.5%. RXN SMILES: Br[C:2]1[C:7]([CH:8]=[O:9])=[CH:6][N:5]=[CH:4][CH:3]=1.[Cl:10][C:11]1[CH:16]=[CH:15][C:14](B(O)O)=[C:13]([F:20])[CH:12]=1.C(=O)([O-])[O-].[Cs+].[Cs+].C1COCC1>C1C=CC([P]([Pd]([P](C2C=CC=CC=2)(C2C=CC=CC=2)C2C=CC=CC=2)([P](C2C=CC=CC=2)(C2C=CC=CC=2)C2C=CC=CC=2)[P](C2C=CC=CC=2)(C2C=CC=CC=2)C2C=CC=CC=2)(C2C=CC=CC=2)C2C=CC=CC=2)=CC=1.O>[Cl:10][C:11]1[CH:16]=[CH:15][C:14]([C:2]2[C:7]([CH:8]=[O:9])=[CH:6][N:5]=[CH:4][CH:3]=2)=[C:13]([F:20])[CH:12]=1 |f:2.3.4,^1:35,37,56,75|. Procedure details: To a mixture of 4-bromonicotinaldehyde (3.00 g, 16.13 mmol), (4-chloro-2-fluorophenyl)boronic acid (2.81 g, 16.13 mmol), cesium carbonate (10.51 g, 32.3 mmol) and Pd(PPh3)4 (0.932 g, 0.806 mmol) was added THF (50 mL) and water (8 mL). Nitrogen gas was bubbled through the stirred suspension for 5 min. The reaction mixture was stirred under nitrogen atmosphere at 85° C. for 6 h. The reaction mixture was then cooled to room temperature and filtered through celite. The filtrate was diluted with ethy...